This data is from the Open Reaction Database (ORD), a public repository of structured organic reaction records. The task is: describe an organic reaction: reactants, conditions, products, and yield Starting materials: [H-].[Na+] (NaH), oil, C(C)(=O)OC1[C@H](OCC2=CC=CC=C2)[C@@H]([C@H](O1)COC(=O)C1=CC=C(C=C1)C)F (1-O-acetyl-2-O-benzyl-5-O-(p-toluoyl)-3-deoxy-3-fluoro-D-ribofuranose), nucleobase, sugar, Br.CC(=O)O (HBr AcOH), NC=1N=C(C2=C(N1)NC=C2)Cl (2-amino-4-chloro-7H-pyrrolo[2,3-d]pyrimidine). Run in CC#N (CH3CN), C(Cl)Cl (CH2Cl2), CC#N (CH3CN). Run at temperature -10 celsius, time 1 hour. Yields the product NC=1N=C(C2=C(N1)N(C=C2)[C@H]2[C@H](OCC1=CC=CC=C1)[C@@H]([C@H](O2)COC(=O)C2=CC=C(C=C2)C)F)Cl (2-amino-7-(5-O-(p-toluoyl)-2-O-benzyl-3-deoxy-3-fluoro-β-D-ribofuranosyl)-4-chloro-7H-pyrrolo[2,3-d]pyrimidine). Isolated yield 36.8%. As a reaction SMILES: C(O[CH:5]1[O:17][C@H:16]([CH2:18][O:19][C:20]([C:22]2[CH:27]=[CH:26][C:25]([CH3:28])=[CH:24][CH:23]=2)=[O:21])[C@@H:15]([F:29])[C@H:6]1[O:7][CH2:8][C:9]1[CH:14]=[CH:13][CH:12]=[CH:11][CH:10]=1)(=O)C.Br.CC(O)=O.[NH2:35][C:36]1[N:37]=[C:38]([Cl:45])[C:39]2[CH:44]=[CH:43][NH:42][C:40]=2[N:41]=1.[H-].[Na+]>C(Cl)Cl.CC#N>[NH2:35][C:36]1[N:37]=[C:38]([Cl:45])[C:39]2[CH:44]=[CH:43][N:42]([C@@H:5]3[O:17][C@H:16]([CH2:18][O:19][C:20]([C:22]4[CH:27]=[CH:26][C:25]([CH3:28])=[CH:24][CH:23]=4)=[O:21])[C@@H:15]([F:29])[C@H:6]3[O:7][CH2:8][C:9]3[CH:10]=[CH:11][CH:12]=[CH:13][CH:14]=3)[C:40]=2[N:41]=1 |f:1.2,4.5|. Reported procedure: A solution 1-O-acetyl-2-O-benzyl-5-O-(p-toluoyl)-3-deoxy-3-fluoro-D-ribofuranose (410 mg, 1.01 mmol) (prepared by a modified method described for similar sugar derivatives, Helv. Chim. Acta 82: 2052 (1999) and J. Med. Chem. 1991, 34, 2195) in anhydrous CH2Cl2 (1.5 mL) was cooled to −15° C. in a dry ice/CH3CN bath. After cooling the reaction mixture for 10 min. under the argon atmosphere, 33% HBr/AcOH (370 μL, 1.5 equiv.) was added slowly over 20 min keeping the bath temperature around −15° C. Af... Reactants: CC(N=C=NC(C)C)C (DIC), O(C1=CC=CC=C1)CC1=NC2=C(N1CC1=CC=C(C=C1)OC(F)(F)F)C=CC(=C2)C(=O)O (2-phenoxymethyl-1-(4-trifluoromethoxy-benzyl)-1H-benzoimidazole-5-carboxylic acid), COC=1C=C(CCN)C=CC1 (3-methoxyphenethylamine). Solvent: C1CCOC1 (THF). Run at time 16 hour. Yields the product COC=1C=C(C=CC1)CCNC(=O)C1=CC2=C(N(C(=N2)COC2=CC=CC=C2)CC2=CC=C(C=C2)OC(F)(F)F)C=C1 (2-Phenoxymethyl-1-(4-trifluoromethoxy-benzyl)-1H-benzoimidazole-5-carboxylic acid[2-(3-methoxy-phenyl)-ethyl]-amide). Reaction SMILES: [O:1]([CH2:8][C:9]1[N:13]([CH2:14][C:15]2[CH:20]=[CH:19][C:18]([O:21][C:22]([F:25])([F:24])[F:23])=[CH:17][CH:16]=2)[C:12]2[CH:26]=[CH:27][C:28]([C:30](O)=[O:31])=[CH:29][C:11]=2[N:10]=1)[C:2]1[CH:7]=[CH:6][CH:5]=[CH:4][CH:3]=1.CC(C)N=C=NC(C)C.[CH3:42][O:43][C:44]1[CH:45]=[C:46]([CH:50]=[CH:51][CH:52]=1)[CH2:47][CH2:48][NH2:49]>C1COCC1>[CH3:42][O:43][C:44]1[CH:45]=[C:46]([CH2:47][CH2:48][NH:49][C:30]([C:28]2[CH:27]=[CH:26][C:12]3[N:13]([CH2:14][C:15]4[CH:16]=[CH:17][C:18]([O:21][C:22]([F:25])([F:24])[F:23])=[CH:19][CH:20]=4)[C:9]([CH2:8][O:1][C:2]4[CH:3]=[CH:4][CH:5]=[CH:6][CH:7]=4)=[N:10][C:11]=3[CH:29]=2)=[O:31])[CH:50]=[CH:51][CH:52]=1. Procedure: 0.16 mmol of 2-phenoxymethyl-1-(4-trifluoromethoxy-benzyl)-1H-benzoimidazole-5-carboxylic acid were dissolved in 1 ml THF with 1 eq. DIC. After 15 min 1.5 eq of 3-methoxyphenethylamine were added and the reaction stirred at room temperature for 16 h. The crude material was purified via reversed phase preparative HPLC. MS(ISP): 576.3 (M+H)+. Reactants: biphenyl indolizinyl tert-butyl ester, C(CCC)C1=CC=C2C(=CCC(N12)C1=CC=C(C=C1)C1=C(C=CC=C1)C1=NN=NN1)CC(=O)OC(C)(C)C (1,1-Dimethylethyl 3-butyl-5,6-dihydro-5-[2'-(1H-tetrazol-5-yl) [1,1'-biphenyl]-4-yl]indolizin-8-acetate), C(=O)(C(F)(F)F)O (TFA). The solvent is C(Cl)(Cl)Cl (chloroform). Product: C(CCC)C1=CC=C2C(=CCC(N12)C1=CC=C(C=C1)C1=C(C=CC=C1)C1=NN=NN1)CC(=O)O (3-Butyl -5,6-dihydro-5-[2'-(1H-tetrazol -5-yl)[1,1'-biphenyl]-4-yl]indolizin-8-acetic acid). As a reaction SMILES: [CH2:1]([C:5]1[N:13]2[C:8]([C:9]([CH2:31][C:32]([O:34]C(C)(C)C)=[O:33])=[CH:10][CH2:11][CH:12]2[C:14]2[CH:19]=[CH:18][C:17]([C:20]3[CH:25]=[CH:24][CH:23]=[CH:22][C:21]=3[C:26]3[NH:30][N:29]=[N:28][N:27]=3)=[CH:16][CH:15]=2)=[CH:7][CH:6]=1)[CH2:2][CH2:3][CH3:4].C(O)(C(F)(F)F)=O>C(Cl)(Cl)Cl>[CH2:1]([C:5]1[N:13]2[C:8]([C:9]([CH2:31][C:32]([OH:34])=[O:33])=[CH:10][CH2:11][CH:12]2[C:14]2[CH:19]=[CH:18][C:17]([C:20]3[CH:25]=[CH:24][CH:23]=[CH:22][C:21]=3[C:26]3[NH:27][N:28]=[N:29][N:30]=3)=[CH:16][CH:15]=2)=[CH:7][CH:6]=1)[CH2:2][CH2:3][CH3:4]. Procedure: To a solution of biphenyl indolizinyl tert-butyl ester (0.039 mmol, the title compound of Example 1926) in 0.5 mL of chloroform is added 0.25 mL of TFA, and the progress of the reaction is monitored by 1H NMR. The resulting solution is stirred at room temperature until the reaction is complete. The mixture is quenched with methanol and concentrated in vacuo. The residue is purified to give the title compound of Example 1927. The reactants are OCC=1C(=NC2=CC=CC=C2C1)I (3-hydroxymethyl-2-iodoquinoline), C1(=CC=CC=C1)P(C1=CC=CC=C1)C1=CC=CC=C1 (triphenylphosphine), C(=O)(O)[O-].[Na+] (NaHCO3), ClN1C(CCC1=O)=O (N-chlorosuccinimide). Run in CN(C)C=O (DMF). Reaction conditions: temperature -23 celsius, time 1 hour. Yields the product ClCC=1C(=NC2=CC=CC=C2C1)I (3-chloromethyl-2-iodoquinoline). The yield is 84.0%. As a reaction SMILES: O[CH2:2][C:3]1[C:4]([I:13])=[N:5][C:6]2[C:11]([CH:12]=1)=[CH:10][CH:9]=[CH:8][CH:7]=2.C1(P(C2C=CC=CC=2)C2C=CC=CC=2)C=CC=CC=1.[Cl:33]N1C(=O)CCC1=O.C([O-])(O)=O.[Na+]>CN(C=O)C>[Cl:33][CH2:2][C:3]1[C:4]([I:13])=[N:5][C:6]2[C:11]([CH:12]=1)=[CH:10][CH:9]=[CH:8][CH:7]=2 |f:3.4|. Reported procedure: To a stirred mixture of 3-hydroxymethyl-2-iodoquinoline prepared in accordance with Example 10 above (350 mg, 1.23 mmol) and triphenylphosphine (483 mg, 1.84 mmol) in 10 mL of dry DMF at -23° C. was added N-chlorosuccinimide (246 mg, 1.84 mmol), and the mixture was stirred for 1 h at -23° C. After the addition of 40 mL of dilute aqueous NaHCO3, the mixture was extracted with ethyl acetate (20 mL) and then ether (2×15 mL). The combined organic extracts were washed successively with 20-mL portions... Starting materials: ClC=1C=[N+](C=C(C1C[C@H](OC(COC(C1=CC=CC=C1)(C1=CC=CC=C1)C1=CC=CC=C1)=O)C1=CC(=C(C=C1)OC(F)F)OCC1CC1)Cl)[O-] ((S)-3,5-dichloro-4-(2-(3-(cyclopropylmethoxy)-4-(difluoromethoxy)phenyl)-2-(2-(trityloxy)acetoxy)ethyl)pyridine 1-oxide), O (Water). The reagents and catalysts are Br (HBr). The solvent is C(Cl)Cl (DCM). Run at time 1 hour. The product is ClC=1C=[N+](C=C(C1C[C@H](OC(CO)=O)C1=CC(=C(C=C1)OC(F)F)OCC1CC1)Cl)[O-] ((S)-3,5-dichloro-4-(2-(3-(cyclopropylmethoxy)-4-(difluoromethoxy)phenyl)-2-(2-hydroxyacetoxy)ethyl)pyridine 1-oxide). Isolated yield 76.0%. As a reaction SMILES: [Cl:1][C:2]1[CH:3]=[N+:4]([O-:50])[CH:5]=[C:6]([Cl:49])[C:7]=1[CH2:8][C@@H:9]([C:34]1[CH:39]=[CH:38][C:37]([O:40][CH:41]([F:43])[F:42])=[C:36]([O:44][CH2:45][CH:46]2[CH2:48][CH2:47]2)[CH:35]=1)[O:10][C:11](=[O:33])[CH2:12][O:13]C(C1C=CC=CC=1)(C1C=CC=CC=1)C1C=CC=CC=1.O>C(Cl)Cl.Br>[Cl:49][C:6]1[CH:5]=[N+:4]([O-:50])[CH:3]=[C:2]([Cl:1])[C:7]=1[CH2:8][C@@H:9]([C:34]1[CH:39]=[CH:38][C:37]([O:40][CH:41]([F:43])[F:42])=[C:36]([O:44][CH2:45][CH:46]2[CH2:48][CH2:47]2)[CH:35]=1)[O:10][C:11](=[O:33])[CH2:12][OH:13]. Procedure details: To a solution of (S)-3,5-dichloro-4-(2-(3-(cyclopropylmethoxy)-4-(difluoromethoxy)phenyl)-2-(2-(trityloxy)acetoxy)ethyl)pyridine 1-oxide (4.0 g, 5.55 mmol) in DCM (1 Lt) cooled at 0° C., 160 drops of 48% HBr were added, and the reaction was stirred for 1 hour (temperature below 10° C.). Water was added to the mixture, the organic phase was separated, dried over Na2SO4 and evaporated under vacuum (bath temperature=25° C.). The crude compound was dissolved in DCM, and hexanes was added. The white ... Reactants: Cl (hydrochloric acid), ClC1=C(C=C2C(C(=CN(C2=C1)C1=CC=C(C=C1)F)C(=O)OCC)=O)F (7-chloro-6-fluoro-1-(4-fluorophenyl)-1,4-dihydro-4-oxo-3-quinolinecarboxylic acid, ethyl ester), [OH-].[Na+] (sodium hydroxide), O (water). The solvent is C(C)O (ethanol). The product is ClC1=C(C=C2C(C(=CN(C2=C1)C1=CC=C(C=C1)F)C(=O)O)=O)F (7-chloro-6-fluoro-1-(4-fluorophenyl)-1,4-dihydro-4-oxo-3-quinolinecarboxylic acid). Yield: 94.8%. As a reaction SMILES: [Cl:1][C:2]1[CH:11]=[C:10]2[C:5]([C:6](=[O:24])[C:7]([C:19]([O:21]CC)=[O:20])=[CH:8][N:9]2[C:12]2[CH:17]=[CH:16][C:15]([F:18])=[CH:14][CH:13]=2)=[CH:4][C:3]=1[F:25].[OH-].[Na+].O.Cl>C(O)C>[Cl:1][C:2]1[CH:11]=[C:10]2[C:5]([C:6](=[O:24])[C:7]([C:19]([OH:21])=[O:20])=[CH:8][N:9]2[C:12]2[CH:17]=[CH:16][C:15]([F:18])=[CH:14][CH:13]=2)=[CH:4][C:3]=1[F:25] |f:1.2|. Procedure details: A mixture of 320 mg of the above ester, 5 ml of 1N sodium hydroxide, 5 ml of water and 5 ml of ethanol was heated for 30 minutes, then cooled and adjusted to pH 7 with dilute hydrochloric acid. The solid was collected, giving 280 mg of 7-chloro-6-fluoro-1-(4-fluorophenyl)-1,4-dihydro-4-oxo-3-quinolinecarboxylic acid.